This data is from the Open Reaction Database (ORD), a public repository of structured organic reaction records. The task is: describe an organic reaction: reactants, conditions, products, and yield Starting materials: ClC1=NC(=NC(=N1)Cl)NC1=CC(=NN1)C1CC1 (4,6-Dichloro-N-(3-cyclopropyl-1H-pyrazol-5-yl)-1,3,5-triazin-2-amine), N1=C(C=NC=C1)NC(=O)[C@H]1N[C@H]2C[C@H]2C1 ((1S,3S,5S)—N-(Pyrazin-2-yl)-2-azabicyclo[3.1.0]hexane-3-carboxamide), ClC1=NC(=NC(=N1)NC1=CC(=NN1)C1CC1)N1[C@@](CCC1)(C(=O)NC=1C=NC(=CC1)F)C ((S)-1-(4-Chloro-6-(3-cyclopropyl-1H-pyrazol-5-ylamino)-1,3,5-triazin-2-yl)-N-(6-fluoropyridin-3-yl)-2-methylpyrrolidine-2-carboxamide). Product: ClC1=NC(=NC(=N1)NC1=CC(=NN1)C1CC1)N1[C@H]2C[C@H]2C[C@H]1C(=O)NC1=NC=CN=C1 ((1S,3S,5S)-2-(4-Chloro-6-(3-cyclopropyl-1H-pyrazol-5-ylamino)-1,3,5-triazin-2-yl)-N-(pyrazin-2-yl)-2-azabicyclo[3.1.0]hexane-3-carboxamide). As a reaction SMILES: Cl[C:2]1[N:7]=[C:6]([Cl:8])[N:5]=[C:4]([NH:9][C:10]2[NH:14][N:13]=[C:12]([CH:15]3[CH2:17][CH2:16]3)[CH:11]=2)[N:3]=1.[N:18]1[CH:23]=[CH:22][N:21]=[CH:20][C:19]=1[NH:24][C:25]([C@@H:27]1[CH2:32][C@H:31]2[C@H:29]([CH2:30]2)[NH:28]1)=[O:26].ClC1N=C(NC2NN=C(C3CC3)C=2)N=C(N2CCC[C@@]2(C)C(NC2C=NC(F)=CC=2)=O)N=1>>[Cl:8][C:6]1[N:5]=[C:4]([NH:9][C:10]2[NH:14][N:13]=[C:12]([CH:15]3[CH2:17][CH2:16]3)[CH:11]=2)[N:3]=[C:2]([N:28]2[C@H:27]([C:25]([NH:24][C:19]3[CH:20]=[N:21][CH:22]=[CH:23][N:18]=3)=[O:26])[CH2:32][C@H:31]3[C@@H:29]2[CH2:30]3)[N:7]=1. Procedure details: Compound 121D was prepared from compounds 1A and 121C using the procedure as described for 1C. LC/MS [M+H]+: 439; Ret time (Method A): 1.70 min. Conditions: temperature 90 celsius. Reported procedure: 6-(4′,5′-Difluoro-2′-methoxy-biphenyl-4-yloxymethyl)-1H-indazole (0.15 g, 0.331 mmol), ethyl bromoacetate (0.055 g, 0.331 mmol), cesium carbonate (119 mg, 0.364 mmol) in 6 mL DMF was stirred at RT overnight and then heated to 90° C. for 35 min. The reaction was cooled and distributed between EtOAc and H2O. The organic layer was separated and concentrated in vacuo. The crude product was purified by flash chromatography with a gradient from 0-30% ethyl acetate in hexanes to yield [6-(4′,5′-difluor... Yields the product C(C)OC(CN1N=CC2=CC=C(C=C12)COC1=CC=C(C=C1)C1=C(C=C(C(=C1)F)F)OC)=O ([6-(4′,5′-difluoro-2′-methoxy-biphenyl-4-yloxymethyl)-indazol-1-yl]-acetic acid ethyl ester). The reactants are CCOC(=O)C (EtOAc), FC1=CC(=C(C=C1F)C1=CC=C(C=C1)OCC1=CC=C2C=NNC2=C1)OC (6-(4′,5′-Difluoro-2′-methoxy-biphenyl-4-yloxymethyl)-1H-indazole), BrCC(=O)OCC (ethyl bromoacetate), C([O-])([O-])=O.[Cs+].[Cs+] (cesium carbonate). As a reaction SMILES: [F:1][C:2]1[C:7]([F:8])=[CH:6][C:5]([C:9]2[CH:14]=[CH:13][C:12]([O:15][CH2:16][C:17]3[CH:25]=[C:24]4[C:20]([CH:21]=[N:22][NH:23]4)=[CH:19][CH:18]=3)=[CH:11][CH:10]=2)=[C:4]([O:26][CH3:27])[CH:3]=1.Br[CH2:29][C:30]([O:32][CH2:33][CH3:34])=[O:31].C(=O)([O-])[O-].[Cs+].[Cs+].CCOC(C)=O>CN(C=O)C.O>[CH2:33]([O:32][C:30](=[O:31])[CH2:29][N:23]1[C:24]2[C:20](=[CH:19][CH:18]=[C:17]([CH2:16][O:15][C:12]3[CH:11]=[CH:10][C:9]([C:5]4[CH:6]=[C:7]([F:8])[C:2]([F:1])=[CH:3][C:4]=4[O:26][CH3:27])=[CH:14][CH:13]=3)[CH:25]=2)[CH:21]=[N:22]1)[CH3:34] |f:2.3.4|. Isolated yield 80.1%. Run in CN(C)C=O (DMF), O (H2O). The reactants are N (ammonia), C(C)OC(=O)C=1N=CN2C1C(=NC1=CC(=CC=C21)C(F)(F)F)Cl (4-chloro-7-trifluoromethylimidazo[1,5-a]quinoxaline 3-carboxylic acid ethyl ester). The solvent is C(Cl)(Cl)Cl.C(C)O (chloroform ethanol). Product: C(C)OC(=O)C=1N=CN2C1C(=NC1=CC(=CC=C21)C(F)(F)F)N (4-Amino-7-trifluoromethylimidazo[1,5-a]quinoxaline 3-carboxylic acid ethyl ester). Isolated yield 57.0%. RXN SMILES: [NH3:1].[CH2:2]([O:4][C:5]([C:7]1[N:8]=[CH:9][N:10]2[C:19]3[C:14](=[CH:15][C:16]([C:20]([F:23])([F:22])[F:21])=[CH:17][CH:18]=3)[N:13]=[C:12](Cl)[C:11]=12)=[O:6])[CH3:3]>C(Cl)(Cl)Cl.C(O)C>[CH2:2]([O:4][C:5]([C:7]1[N:8]=[CH:9][N:10]2[C:19]3[C:14](=[CH:15][C:16]([C:20]([F:23])([F:22])[F:21])=[CH:17][CH:18]=3)[N:13]=[C:12]([NH2:1])[C:11]=12)=[O:6])[CH3:3] |f:2.3|. Procedure details: A small stream of anhydrous ammonia was passed through a solution of 4-chloro-7-trifluoromethylimidazo[1,5-a]quinoxaline 3-carboxylic acid ethyl ester (5.4 g) in chloroform-ethanol (100 ml each) for 30 minutes. The precipitate was collected and recrystallized from DMF to give the product as an off-white crystalline solid (2.9 g, 57% yield), m.p. >300° C. The reactants are C(C)(C)C1=CC=C(C=C1)C1=COC2=C1C(=C(C(=C2)C)C)C (3-(4-isopropylphenyl)-4,5,6-trimethyl-1-benzofuran). The solvent is CO (methanol). Yields the product C(C)(C)C1=CC=C(C=C1)C1COC2=C1C(=C(C(=C2)C)C)C (3-(4-Isopropylphenyl)-4,5,6-trimethyl-2,3-dihydro-1-benzofuran). Isolated yield 74.0%. RXN SMILES: [CH:1]([C:4]1[CH:9]=[CH:8][C:7]([C:10]2[C:14]3[C:15]([CH3:21])=[C:16]([CH3:20])[C:17]([CH3:19])=[CH:18][C:13]=3[O:12][CH:11]=2)=[CH:6][CH:5]=1)([CH3:3])[CH3:2]>CO>[CH:1]([C:4]1[CH:5]=[CH:6][C:7]([CH:10]2[C:14]3[C:15]([CH3:21])=[C:16]([CH3:20])[C:17]([CH3:19])=[CH:18][C:13]=3[O:12][CH2:11]2)=[CH:8][CH:9]=1)([CH3:3])[CH3:2]. Reported procedure: Using 3-(4-isopropylphenyl)-4,5,6-trimethyl-1-benzofuran obtained in Reference Example 194, the title compound was synthesized in the same manner as in Reference Example 199. Yield 74%. Melting point: 70-71° C. (methanol). The reactants are BrC1=C(C=C(C(=O)OC)C=C1)C (Methyl 4-bromo-3-methylbenzoate), C([O-])([O-])=O.[K+].[K+] (potassium carbonate), COC1=C(C=CC(=C1)OC)C1=C(C=C(C=C1)C(=O)O)C (2′,4′-dimethoxy-2-methyl biphenyl-4-carboxylic acid), COC1=C(C=C(C=C1)OC)B(O)O (2,5-dimethoxyphenylboronic acid). The reagents and catalysts are C=1C=CC(=CC1)[P](C=2C=CC=CC2)(C=3C=CC=CC3)[Pd]([P](C=4C=CC=CC4)(C=5C=CC=CC5)C=6C=CC=CC6)([P](C=7C=CC=CC7)(C=8C=CC=CC8)C=9C=CC=CC9)[P](C=1C=CC=CC1)(C=1C=CC=CC1)C=1C=CC=CC1 (tetrakis(triphenylphosphine)palladium(0)). Run in C1(=CC=CC=C1)C (Toluene), O (water), CCOC(=O)C (EtOAc). The product is COC1=C(C=C(C=C1)OC)C1=C(C=C(C=C1)C(=O)OC)C (methyl 2′,5′-dimethoxy-2-methylbiphenyl-4-carboxylate). Isolated yield 102.0%. As a reaction SMILES: Br[C:2]1[CH:11]=[CH:10][C:5]([C:6]([O:8][CH3:9])=[O:7])=[CH:4][C:3]=1[CH3:12].COC1C=C(OC)C=CC=1C1C=CC(C(O)=O)=CC=1C.[CH3:33][O:34][C:35]1[CH:40]=[CH:39][C:38]([O:41][CH3:42])=[CH:37][C:36]=1B(O)O.C(=O)([O-])[O-].[K+].[K+]>C1(C)C=CC=CC=1.CCOC(C)=O.C1C=CC([P]([Pd]([P](C2C=CC=CC=2)(C2C=CC=CC=2)C2C=CC=CC=2)([P](C2C=CC=CC=2)(C2C=CC=CC=2)C2C=CC=CC=2)[P](C2C=CC=CC=2)(C2C=CC=CC=2)C2C=CC=CC=2)(C2C=CC=CC=2)C2C=CC=CC=2)=CC=1.O>[CH3:33][O:34][C:35]1[CH:40]=[CH:39][C:38]([O:41][CH3:42])=[CH:37][C:36]=1[C:2]1[CH:11]=[CH:10][C:5]([C:6]([O:8][CH3:9])=[O:7])=[CH:4][C:3]=1[CH3:12] |f:3.4.5,^1:68,70,89,108|. Procedure: Methyl 4-bromo-3-methylbenzoate (Intermediate 17, step 1) (4 g; 17.46 mmol; 1 eq.), 2,5-dimethoxyphenylboronic acid (3.50 g; 19.21 mmol; 1.10 eq.), potassium carbonate (12.07 g; 87.31 mmol; 5 eq.), tetrakis(triphenylphosphine)palladium(0) (2.02 g; 1.75 mmol; 0.10 eq.) were taken in Toluene (20 mL) and water (20 mL) under N2 atmosphere. The reaction mixture was degassed with N2 and then refluxed for 24 hours. The reaction mixture was cooled to RT, filtered over a pad of celite and washed with tol... As a reaction SMILES: [CH3:23][I:24].[CH3:26][N:27]([CH3:28])[CH:29]=[O:30].[H-:21].[Na+:22].[OH2:25].[OH:1][CH2:2][CH:3]1[CH2:4][CH:5]([CH3:20])[N:6]([c:8]2[cH:9][cH:10][c:11]([C:18]#[N:19])[c:12]3[cH:13][cH:14][cH:15][cH:16][c:17]23)[CH2:7]1>>[O:1]([CH2:2][CH:3]1[CH2:4][CH:5]([CH3:20])[N:6]([c:8]2[cH:9][cH:10][c:11]([C:18]#[N:19])[c:12]3[cH:13][cH:14][cH:15][cH:16][c:17]23)[CH2:7]1)[CH3:23]. The reactants are CI, CN(C)C=O, [H-], [Na+], O, CC1CC(CO)CN1c1ccc(C#N)c2ccccc12. The product is COCC1CC(C)N(c2ccc(C#N)c3ccccc23)C1. Reactants: CC(=O)OC(C)=O, CCOC(C)=O, CC(C)OC(=O)N1CCCC(NCc2cc(C(F)(F)F)cc(C(F)(F)F)c2)c2cc(Br)c(Cl)cc21, c1ccncc1. Yields the product CC(=O)N(Cc1cc(C(F)(F)F)cc(C(F)(F)F)c1)C1CCCN(C(=O)OC(C)C)c2cc(Cl)c(Br)cc21. RXN SMILES: [CH3:42][C:43](=[O:44])[O:45][C:46](=[O:47])[CH3:48].[CH3:49][CH2:50][O:51][C:52](=[O:53])[CH3:54].[CH:1]([CH3:2])([CH3:3])[O:4][C:5](=[O:6])[N:7]1[c:8]2[c:9]([cH:30][c:31]([Br:35])[c:32]([Cl:34])[cH:33]2)[CH:10]([NH:14][CH2:15][c:16]2[cH:17][c:18]([C:26]([F:27])([F:28])[F:29])[cH:19][c:20]([C:22]([F:23])([F:24])[F:25])[cH:21]2)[CH2:11][CH2:12][CH2:13]1.[cH:36]1[cH:37][cH:38][n:39][cH:40][cH:41]1>>[CH:1]([CH3:2])([CH3:3])[O:4][C:5](=[O:6])[N:7]1[c:8]2[c:9]([cH:30][c:31]([Br:35])[c:32]([Cl:34])[cH:33]2)[CH:10]([N:14]([CH2:15][c:16]2[cH:17][c:18]([C:26]([F:27])([F:28])[F:29])[cH:19][c:20]([C:22]([F:23])([F:24])[F:25])[cH:21]2)[C:43]([CH3:42])=[O:44])[CH2:11][CH2:12][CH2:13]1.